The task is: describe an organic reaction: reactants, conditions, products, and yield. This data is from the Open Reaction Database (ORD), a public repository of structured organic reaction records. Reactants: CCN, O=C(Nc1sc2c(c1C(=O)O)CC1CCC2O1)c1c(F)cccc1C(F)(F)F. Yields the product CCNC(=O)c1c(NC(=O)c2c(F)cccc2C(F)(F)F)sc2c1CC1CCC2O1. As a reaction SMILES: [CH3:29][CH2:30][NH2:31].[F:1][c:2]1[c:3]([C:4](=[O:5])[NH:6][c:7]2[s:8][c:9]3[c:15]([c:16]2[C:17](=[O:18])[OH:19])[CH2:14][CH:13]2[CH2:12][CH2:11][CH:10]3[O:20]2)[c:21]([C:25]([F:26])([F:27])[F:28])[cH:22][cH:23][cH:24]1>>[F:1][c:2]1[c:3]([C:4](=[O:5])[NH:6][c:7]2[s:8][c:9]3[c:15]([c:16]2[C:17](=[O:18])[NH:31][CH2:30][CH3:29])[CH2:14][CH:13]2[CH2:12][CH2:11][CH:10]3[O:20]2)[c:21]([C:25]([F:26])([F:27])[F:28])[cH:22][cH:23][cH:24]1. Reactants: COC1=C(C(=C(C2=CC=CC=C12)OC)C)C=CCCCC(=O)O (6-(1,4-dimethoxy-3-methylnaphthalen-2-yl)-5-hexenoic acid), C1(=CC=CC=C1)O (phenol), C(Cl)Cl (methylene chloride), ice water. Reaction conditions: time 24 hour. Yields the product COC1=C(C(=C(C2=CC=CC=C12)OC)C)C(CCCCC(=O)OC)C1=CC=C(C=C1)O (Methyl 6-(1,4-Dimethoxy-3-methylnaphthalen-2-yl)-6-(4-hydroxyphenyl)hexanoate). RXN SMILES: [CH3:1][O:2][C:3]1[C:12]2[C:7](=[CH:8][CH:9]=[CH:10][CH:11]=2)[C:6]([O:13][CH3:14])=[C:5]([CH3:15])[C:4]=1[CH:16]=[CH:17][CH2:18][CH2:19][CH2:20][C:21]([OH:23])=[O:22].[C:24]1([OH:30])[CH:29]=[CH:28][CH:27]=[CH:26][CH:25]=1.[CH2:31](Cl)Cl>>[CH3:1][O:2][C:3]1[C:12]2[C:7](=[CH:8][CH:9]=[CH:10][CH:11]=2)[C:6]([O:13][CH3:14])=[C:5]([CH3:15])[C:4]=1[CH:16]([C:27]1[CH:28]=[CH:29][C:24]([OH:30])=[CH:25][CH:26]=1)[CH2:17][CH2:18][CH2:19][CH2:20][C:21]([O:23][CH3:31])=[O:22]. Procedure details: To a solution of 25.6 g of 6-(1,4-dimethoxy-3-methylnaphthalen-2-yl)-5-hexenoic acid and 23 g of phenol in 250 ml of methylene chloride was added 20.6 ml of boron trifluoride diethyl ether complex at 0° C. The solution was stirred at room temperature for 24 hours and poured into ice-water. The organic layer was separated, washed, dried, and evaporated. The residue was dissolved in 400 ml of methanol and 8 ml of c.HCl . The solution was heated at 60° C. for 1 hour, and the solvent was removed by ... Starting materials: C(CCC)[Li] (n-butyllithium), C(C)(=O)O (acetic acid), C=CC=C (butadiene), 1,2-, C(CCC)[Li] (n-butyllithium), C=CC(C)=C (isoprene), C=CC=C (butadiene). The reagents and catalysts are catalyst. Solvent: CCCCC (pentane), O1CCCC1 (tetrahydrofuran). Reaction conditions: time 0.5 hour. Yields the product C=CC(C)=C.C=CC=C (Isoprene Butadiene). RXN SMILES: [CH2:1]=[CH:2][C:3](=[CH2:5])[CH3:4].[CH2:6]([Li])[CH2:7][CH2:8][CH3:9].C=CC=C.C(O)(=O)C>O1CCCC1.CCCCC>[CH2:1]=[CH:2][C:3](=[CH2:4])[CH3:5].[CH2:6]=[CH:7][CH:8]=[CH2:9] |f:6.7|. Procedure details: A 5-gallon reactor was charged with 10.1 L of purified pentane under an inert atmosphere. To the reactor was added 632.5 g (9.29 mol) of purified isoprene, 62.2 ml of anhydrous tetrahydrofuran, and 10.0 ml of 2,2'-dipyridyl solution (0.1M) via a Hoke bomb. The reactor contents were heated to 50°-55° C. and titrated to a yellow-brown endpoint color with 1.6M n-butyllithium. The catalyst 1.6M n-butyllithium (263.5 ml, 0.421 mole) was then added to the reactor using a Hoke bomb. The polymerization ... Reactants: C(#N)[BH3-].[Na+] (sodium cyanoborohydride), O=CCCC1=CC=C(C=C1)NC(C)=O (N-[4-(3-Oxo-propyl)-phenyl]-acetamide), Cl.CNC (dimethylamine hydrochloride), C(C)(=O)[O-].[Na+] (sodium acetate). Run in CO (methanol). The product is CN(CCCC1=CC=C(C=C1)NC(C)=O)C (N-[4-(3-dimethylamino-propyl)-phenyl]-acetamide). Isolated yield 127.1%. As a reaction SMILES: O=[CH:2][CH2:3][CH2:4][C:5]1[CH:10]=[CH:9][C:8]([NH:11][C:12](=[O:14])[CH3:13])=[CH:7][CH:6]=1.Cl.[CH3:16][NH:17][CH3:18].C([O-])(=O)C.[Na+].C([BH3-])#N.[Na+]>CO>[CH3:16][N:17]([CH3:18])[CH2:2][CH2:3][CH2:4][C:5]1[CH:10]=[CH:9][C:8]([NH:11][C:12](=[O:14])[CH3:13])=[CH:7][CH:6]=1 |f:1.2,3.4,5.6|. Procedure details: To a suspension of N-[4-(3-Oxo-propyl)-phenyl]-acetamide (96 mg, 0.50 mmol), dimethylamine hydrochloride (82 mg, 1.0 mmol), and sodium acetate (66 mg, 0.80 mmol) in methanol (0.5 mL) is added sodium cyanoborohydride (47 mg, 0.75 mmol). Upon completion of the reaction, the solvent is evaporated under reduced pressure and the residue is partitioned between ethyl acetate and water. The aqueous phase is extracted with ethyl acetate. The combined extracts were concentrated to give N-[4-(3-dimethylami... Starting materials: CC(=O)O, CCO, O=c1[nH]c2c(Cl)nc(Nc3cc(F)ccc3[N+](=O)[O-])nc2n1C1CCOc2c(F)cccc21, [Fe], [NH4+], [OH-], O. Product: Nc1ccc(F)cc1Nc1nc(Cl)c2[nH]c(=O)n(C3CCOc4c(F)cccc43)c2n1. As a reaction SMILES: [CH3:34][C:35](=[O:36])[OH:37].[CH3:42][CH2:43][OH:44].[Cl:1][c:2]1[c:3]2[nH:4][c:5](=[O:33])[n:6]([CH:22]3[CH2:23][CH2:24][O:25][c:26]4[c:27]([F:32])[cH:28][cH:29][cH:30][c:31]43)[c:7]2[n:8][c:9]([NH:11][c:12]2[c:13]([N+:19]([O-:20])=[O:21])[cH:14][cH:15][c:16]([F:18])[cH:17]2)[n:10]1.[Fe:41].[NH4+:39].[OH-:40].[OH2:38]>>[Cl:1][c:2]1[c:3]2[nH:4][c:5](=[O:33])[n:6]([CH:22]3[CH2:23][CH2:24][O:25][c:26]4[c:27]([F:32])[cH:28][cH:29][cH:30][c:31]43)[c:7]2[n:8][c:9]([NH:11][c:12]2[c:13]([NH2:19])[cH:14][cH:15][c:16]([F:18])[cH:17]2)[n:10]1. Conditions: time 2 hour. Isolated yield 68.3%. RXN SMILES: Cl[C:2]([O:4][C:5]1[CH:10]=[CH:9][CH:8]=[CH:7][CH:6]=1)=[O:3].[CH:11]1([S:16]([C:19]([C:22]2[CH:27]=[C:26]([N:28]3[CH2:33][CH2:32][O:31][CH2:30][C@@H:29]3[CH3:34])[N:25]=[C:24]([C:35]3[CH:41]=[CH:40][C:38]([NH2:39])=[CH:37][CH:36]=3)[N:23]=2)([CH3:21])[CH3:20])(=[O:18])=[O:17])[CH2:15][CH2:14][CH2:13][CH2:12]1.C(=O)([O-])O.[Na+]>O1CCOCC1.C(OCC)(=O)C>[CH:11]1([S:16]([C:19]([C:22]2[CH:27]=[C:26]([N:28]3[CH2:33][CH2:32][O:31][CH2:30][C@@H:29]3[CH3:34])[N:25]=[C:24]([C:35]3[CH:36]=[CH:37][C:38]([NH:39][C:2](=[O:3])[O:4][C:5]4[CH:10]=[CH:9][CH:8]=[CH:7][CH:6]=4)=[CH:40][CH:41]=3)[N:23]=2)([CH3:20])[CH3:21])(=[O:17])=[O:18])[CH2:12][CH2:13][CH2:14][CH2:15]1 |f:2.3|. Reported procedure: Phenyl chloroformate (0.635 mL, 5.06 mmol) was added to 4-[4-(2-cyclopentylsulfonylpropan-2-yl)-6-[(3S)-3-methylmorpholin-4-yl]pyrimidin-2-yl]aniline (1.5 g, 3.37 mmol) and sodium hydrogen carbonate (0.425 g, 5.06 mmol) in dioxane (20 mL) at 5° C. under nitrogen. The resulting mixture was stirred at RT for 2 hours. The reaction mixture was diluted with ethyl acetate (200 mL), and washed with water (125 mL). The organic layer was dried (MgSO4), filtered and evaporated to afford crude product whic... Starting materials: ClC(=O)OC1=CC=CC=C1 (Phenyl chloroformate), C1(CCCC1)S(=O)(=O)C(C)(C)C1=NC(=NC(=C1)N1[C@H](COCC1)C)C1=CC=C(N)C=C1 (4-[4-(2-cyclopentylsulfonylpropan-2-yl)-6-[(3S)-3-methylmorpholin-4-yl]pyrimidin-2-yl]aniline), C(O)([O-])=O.[Na+] (sodium hydrogen carbonate). The product is C1(CCCC1)S(=O)(=O)C(C)(C)C1=NC(=NC(=C1)N1[C@H](COCC1)C)C1=CC=C(C=C1)NC(OC1=CC=CC=C1)=O (Phenyl N-[4-[4-(2-cyclopentylsulfonylpropan-2-yl)-6-[(3S)-3-methylmorpholin-4-yl]pyrimidin-2-yl]phenyl]carbamate). The solvent is O1CCOCC1 (dioxane), C(C)(=O)OCC (ethyl acetate). Starting materials: C1(=CC=CC=C1)CCCN1CCC(CC1)CNC(=O)C1CC2=CN=C3C=CC=C(S1)N32 (N-[1-(3-phenylpropan-1-yl)piperidin-4-ylmethyl]-3,4-dihydro-5-thia-1,8b-diazaacenaphthylene-4-carboxamide), Cl.CO (HCl methanol). The solvent is C(C)O (ethanol). Product: Cl.Cl.C1(=CC=CC=C1)CCCN1CCC(CC1)CNC(=O)C1CC2=CN=C3C=CC=C(S1)N32 (N-[1-(3-phenylpropan-1-yl)piperidin-4-ylmethyl]-3,4-dihydro-5-thia-1,8b-diazaacenaphthylene-4-carboxamide dihydrochloride). Reaction SMILES: [C:1]1([CH2:7][CH2:8][CH2:9][N:10]2[CH2:15][CH2:14][CH:13]([CH2:16][NH:17][C:18]([CH:20]3[S:30][C:29]4[N:31]5[C:22](=[CH:23][N:24]=[C:25]5[CH:26]=[CH:27][CH:28]=4)[CH2:21]3)=[O:19])[CH2:12][CH2:11]2)[CH:6]=[CH:5][CH:4]=[CH:3][CH:2]=1.[ClH:32].CO>C(O)C>[ClH:32].[ClH:32].[C:1]1([CH2:7][CH2:8][CH2:9][N:10]2[CH2:11][CH2:12][CH:13]([CH2:16][NH:17][C:18]([CH:20]3[S:30][C:29]4[N:31]5[C:22](=[CH:23][N:24]=[C:25]5[CH:26]=[CH:27][CH:28]=4)[CH2:21]3)=[O:19])[CH2:14][CH2:15]2)[CH:6]=[CH:5][CH:4]=[CH:3][CH:2]=1 |f:1.2,4.5.6|. Procedure details: To a solution of 583.9 mg (1.34 mM) of N-[1-(3-phenylpropan-1-yl)piperidin-4-ylmethyl]-3,4-dihydro-5-thia-1,8b-diazaacenaphthylene-4-carboxamide in ethanol (5 ml) was added 10 ml (40 mM) of 4N-HCl/methanol and the mixture was stirred at room temperature for several minutes. After the solvent was distilled off under reduced pressure, 2-propanol was added and the resulting crystals were filtered off. The filtrate was concentrated to provide the title compound as light-brown amorphous substance. Reactants: Cl, [Na+], [Na+], O=C([O-])[O-], O, O=S(=O)(O)O, c1ccc2c(c1)Cc1cccnc1O2. Product: ClCc1ccc2c(c1)Cc1cccnc1O2. Reaction SMILES: [ClH:1].[Na+:21].[Na+:22].[O-:23][C:24](=[O:25])[O-:26].[OH2:27].[S:16](=[O:17])(=[O:18])([OH:19])[OH:20].[n:2]1[c:3]2[c:4]([cH:5][cH:6][cH:7]1)[CH2:8][c:9]1[c:10]([cH:12][cH:13][cH:14][cH:15]1)[O:11]2>>[Cl:1][CH2:24][c:14]1[cH:13][cH:12][c:10]2[c:9]([cH:15]1)[CH2:8][c:4]1[c:3]([n:2][cH:7][cH:6][cH:5]1)[O:11]2.